This data is from the Open Reaction Database (ORD), a public repository of structured organic reaction records. The task is: describe an organic reaction: reactants, conditions, products, and yield Starting materials: NC=1C=CC(=NC1)C(F)(F)F (5-amino-2-trifluoromethylpyridine), ClC1=NC=CN=C1 (chloropyrazine). The solvent is C1(=CC=CC=C1)C (toluene). Run at temperature 95 celsius. The product is N1=C(C=NC=C1)NC=1C=NC(=CC1)C(F)(F)F (Pyrazin-2-yl-(6-trifluoromethyl-pyridin-3-yl)-amine). RXN SMILES: [NH2:1][C:2]1[CH:3]=[CH:4][C:5]([C:8]([F:11])([F:10])[F:9])=[N:6][CH:7]=1.Cl[C:13]1[CH:18]=[N:17][CH:16]=[CH:15][N:14]=1>C1(C)C=CC=CC=1>[N:14]1[CH:15]=[CH:16][N:17]=[CH:18][C:13]=1[NH:1][C:2]1[CH:7]=[N:6][C:5]([C:8]([F:11])([F:9])[F:10])=[CH:4][CH:3]=1. Procedure: To a solution of 5-amino-2-trifluoromethylpyridine (0.81 g) in 3 Ml toluene was added chloropyrazine (0.45 Ml, 1.0 equiv) via syringe. The homogeneous solution was heated to 95° C., then cooled to room temperature and concentrated in vacuo. Purification by silica gel chromatography (40% EtOAc in hexanes) afforded the title compound: 1H NMR (400 MHz, CHLOROFORM-D) δ ppm 7.5 (s, 1 H) 7.6 (s, 1 H) 8.0 (s, 1 H) 8.2 (s, 1 H) 8.4 (s, 2 H) 8.8 (s, 1 H); (M+H)+ 241.1. Reactants: FC(C=1C=C(C(=O)N2C(CC(CC2)N2CCNCC2)CC2=CC=CC=C2)C=C(C1)C(F)(F)F)(F)F ((±)-1-[3,5-bis(trifluoromethyl) benzoyl]-2-(phenylmethyl)-4-(1-piperazinyl)piperidine), ClC(C(=O)OC1=CC(=CC(=C1)C)C)C1=CC=CC=C1 ((±)-3,5-dimethylphenyl α-chlorobenzeneacetate), C([O-])([O-])=O.[Na+].[Na+] (sodium carbonate). Solvent: CC(=O)CC(C)C (methylisobutylketon). Yields the product FC(C=1C=C(C(=O)N2[C@H](C[C@H](CC2)N2CCN(CC2)C(C(=O)OC2=CC(=CC(=C2)C)C)C2=CC=CC=C2)CC2=CC=CC=C2)C=C(C1)C(F)(F)F)(F)F ((±)-3,5-dimethylphenyl cis-4-[1-[3,5-bis(trifluoromethyl) benzoyl]-2-(phenylmethyl)-4-piperidinyl]-α-phenyl-1-piperazineacetate). Yield: 43.1%. Reaction SMILES: [F:1][C:2]([F:35])([F:34])[C:3]1[CH:4]=[C:5]([CH:27]=[C:28]([C:30]([F:33])([F:32])[F:31])[CH:29]=1)[C:6]([N:8]1[CH2:13][CH2:12][CH:11]([N:14]2[CH2:19][CH2:18][NH:17][CH2:16][CH2:15]2)[CH2:10][CH:9]1[CH2:20][C:21]1[CH:26]=[CH:25][CH:24]=[CH:23][CH:22]=1)=[O:7].Cl[CH:37]([C:49]1[CH:54]=[CH:53][CH:52]=[CH:51][CH:50]=1)[C:38]([O:40][C:41]1[CH:46]=[C:45]([CH3:47])[CH:44]=[C:43]([CH3:48])[CH:42]=1)=[O:39].C(=O)([O-])[O-].[Na+].[Na+]>CC(CC(C)C)=O>[F:35][C:2]([F:34])([F:1])[C:3]1[CH:4]=[C:5]([CH:27]=[C:28]([C:30]([F:33])([F:31])[F:32])[CH:29]=1)[C:6]([N:8]1[CH2:13][CH2:12][C@H:11]([N:14]2[CH2:15][CH2:16][N:17]([CH:37]([C:49]3[CH:54]=[CH:53][CH:52]=[CH:51][CH:50]=3)[C:38]([O:40][C:41]3[CH:42]=[C:43]([CH3:48])[CH:44]=[C:45]([CH3:47])[CH:46]=3)=[O:39])[CH2:18][CH2:19]2)[CH2:10][C@@H:9]1[CH2:20][C:21]1[CH:26]=[CH:25][CH:24]=[CH:23][CH:22]=1)=[O:7] |f:2.3.4|. Procedure details: A mixture of compound 15 (2.5 g), intermediate 5 (1.65 g) and sodium carbonate (0.64 g) in methylisobutylketon (50 ml) was stirred and refluxed for 3 hours. The reaction mixture was washed and the separated organic layer was dried, filtered and the solvent was evaporated. The residue was purified over silica gel on a glass filter (eluent: CH2Cl2/CH3OH 100/0 and 99.5/0.5). The pure fractions were collected and the solvent was evaporated, yielding 1.59 g (43%) of (±)-3,5-dimethylphenyl cis-4-[1-[3... As a reaction SMILES: [C:1]([N:4]1[CH2:9][CH2:8][CH:7]([C:10]([N:12]2[CH2:17][CH2:16][C@@H:15]([N:18]([C:20]([C:22]3[CH:27]=[CH:26][C:25]([O:28][CH3:29])=[CH:24][CH:23]=3)=[O:21])[CH3:19])[C@H:14]([C:30]3[CH:39]=[CH:38][C:33]([C:34]([O:36]C)=[O:35])=[CH:32][CH:31]=3)[CH2:13]2)=[O:11])[CH2:6][CH2:5]1)(=[O:3])[CH3:2].[OH-].[Na+]>CO>[C:1]([N:4]1[CH2:9][CH2:8][CH:7]([C:10]([N:12]2[CH2:17][CH2:16][C@@H:15]([N:18]([C:20]([C:22]3[CH:23]=[CH:24][C:25]([O:28][CH3:29])=[CH:26][CH:27]=3)=[O:21])[CH3:19])[C@H:14]([C:30]3[CH:31]=[CH:32][C:33]([C:34]([OH:36])=[O:35])=[CH:38][CH:39]=3)[CH2:13]2)=[O:11])[CH2:6][CH2:5]1)(=[O:3])[CH3:2] |f:1.2|. Procedure: To a solution of the compound (0.20 g) obtained in Example 240 in methanol (3 mL) was added 1N aqueous sodium hydroxide solution (3 mL), and the mixture was stirred at 50° C. for 2 hr. Methanol was evaporated under reduced pressure, and the residue was extracted with ethyl acetate. The organic layer was washed with water and concentrated to give the title compound (0.092 g, 47%) as a white powder. The solvent is CO (methanol). The yield is 47.2%. The product is C(C)(=O)N1CCC(CC1)C(=O)N1C[C@H]([C@@H](CC1)N(C)C(=O)C1=CC=C(C=C1)OC)C1=CC=C(C(=O)O)C=C1 (4-[(3R*,4R*)-1-[(1-acetylpiperidin-4-yl)carbonyl]-4-{[(4-methoxyphenyl)carbonyl](methyl)amino}piperidin-3-yl]benzoic acid). Reactants: C(C)(=O)N1CCC(CC1)C(=O)N1C[C@H]([C@@H](CC1)N(C)C(=O)C1=CC=C(C=C1)OC)C1=CC=C(C(=O)OC)C=C1 (methyl 4-[(3R*,4R*)-1-[(1-acetylpiperidin-4-yl)carbonyl]-4-{[(4-methoxyphenyl)carbonyl](methyl)amino}piperidin-3-yl]benzoate), [OH-].[Na+] (sodium hydroxide). Conditions: temperature 50 celsius, time 2 hour. Reactants: ClC1=CC(=C(C=C1)F)Br (4-chloro-2-bromo-1-fluoro-benzene), C[Si](C)(C)C#C ((trimethylsilyl)acetylene). Reagents/catalysts: C(C)(=O)[O-].[Pd+2].C(C)(=O)[O-] (palladium (II) acetate), C1(=CC=CC=C1)P(C1=CC=CC=C1)C1=CC=CC=C1 (triphenylphosphine). Run in C(C)N(CC)CC (triethylamine). Yields the product ClC=1C=CC(=C(C1)C#C[Si](C)(C)C)F ((5-Chloro-2-fluoro-phenylethynyl)-trimethyl-silane). Isolated yield 100.0%. Reaction SMILES: [Cl:1][C:2]1[CH:7]=[CH:6][C:5]([F:8])=[C:4](Br)[CH:3]=1.[CH3:10][Si:11]([C:14]#[CH:15])([CH3:13])[CH3:12]>C([O-])(=O)C.[Pd+2].C([O-])(=O)C.C1(P(C2C=CC=CC=2)C2C=CC=CC=2)C=CC=CC=1.C(N(CC)CC)C>[Cl:1][C:2]1[CH:7]=[CH:6][C:5]([F:8])=[C:4]([C:15]#[C:14][Si:11]([CH3:13])([CH3:12])[CH3:10])[CH:3]=1 |f:2.3.4|. Procedure: In a 250 ml round bottom flask equipped with a stir bar and reflux condenser added 4-chloro-2-bromo-1-fluoro-benzene (5 g, 23.9 mmol), triphenylphosphine (250 mg, 0.10 mmol), (trimethylsilyl)acetylene (5.2 ml, 36.5 mmol)and triethylamine (60 ml). The reaction mixture was purged with argon, followed by addition of palladium (II) acetate (108 mg, 0.05 mmol). The resulting mixture was left stirring at reflux under argon, overnight. The reaction mixture was filtered through a pad of celite using eth... Starting materials: C(C1=CC=CC=C1)C1=NC(=NC=C1Br)I (4-benzyl-5-bromo-2-iodopyrimidine), N1=CC(=CC=C1)[Sn](CCCC)(CCCC)CCCC ((3-pyridyl)tributyltin), tetrakis (triphenylphosphine)palladium(0), C=1(C(=CC=CC1)C)C (xylene). The product is C(C1=CC=CC=C1)C1=CC(=NC=C1Br)C=1C=NC=CC1 (4-Benzyl-5-bromo-2-(3-pyridyl)pyridine). Reaction SMILES: [CH2:1]([C:8]1[C:13]([Br:14])=[CH:12][N:11]=[C:10](I)N=1)[C:2]1[CH:7]=[CH:6][CH:5]=[CH:4][CH:3]=1.[N:16]1[CH:21]=[CH:20][CH:19]=[C:18]([Sn](CCCC)(CCCC)CCCC)[CH:17]=1.[C:35]1(C)C(C)=CC=CC=1>>[CH2:1]([C:8]1[C:13]([Br:14])=[CH:12][N:11]=[C:10]([C:18]2[CH:17]=[N:16][CH:21]=[CH:20][CH:19]=2)[CH:35]=1)[C:2]1[CH:7]=[CH:6][CH:5]=[CH:4][CH:3]=1. Procedure: A mixture of 440 mg of 4-benzyl-5-bromo-2-iodopyrimidine, 430 mg of (3-pyridyl)tributyltin, 68 mg of tetrakis (triphenylphosphine)palladium(0) and 5 ml of xylene was heated under ref lux for one hour in a nitrogen atmosphere. After cooling as it was, silica gel was added to the reaction solution and the solvent was removed. The residue was subjected to silica gel column chromatography using 30% ethyl acetate/hexane, to give 110 mg of the target compound. Reactants: C(C)(=O)O[BH-](OC(C)=O)OC(C)=O.[Na+] (sodium triacetoxyborohydride), C(C)(C)(C)OC(=O)N1CCC(CC1)NCC1=C(N=CS1)Cl (4-{[(4-chloro-thiazol-5-yl)methyl]-amino}-piperidine-1-carboxylic acid tert-butyl ester), C(C(C)C)=O (isobutyraldehyde), C(C)(=O)O (acetic acid), [OH-].[Na+] (NaOH). The solvent is ClCCCl (1,2-dichloroethane). Yields the product C(C)(C)(C)OC(=O)N1CCC(CC1)N(CC(C)C)CC1=C(N=CS1)Cl (4-{[(4-chloro-thiazol-5-yl)methyl]-isobutyl-amino}-piperidine-1-carboxylic acid tert-butyl ester). The yield is 96.9%. RXN SMILES: C(O[BH-](OC(=O)C)OC(=O)C)(=O)C.[Na+].[C:15]([O:19][C:20]([N:22]1[CH2:27][CH2:26][CH:25]([NH:28][CH2:29][C:30]2[S:34][CH:33]=[N:32][C:31]=2[Cl:35])[CH2:24][CH2:23]1)=[O:21])([CH3:18])([CH3:17])[CH3:16].[CH:36](=O)[CH:37]([CH3:39])[CH3:38].C(O)(=O)C.[OH-].[Na+]>ClCCCl>[C:15]([O:19][C:20]([N:22]1[CH2:23][CH2:24][CH:25]([N:28]([CH2:29][C:30]2[S:34][CH:33]=[N:32][C:31]=2[Cl:35])[CH2:36][CH:37]([CH3:39])[CH3:38])[CH2:26][CH2:27]1)=[O:21])([CH3:18])([CH3:16])[CH3:17] |f:0.1,5.6|. Reported procedure: Add sodium triacetoxyborohydride (24.00 g, 113 mmol) to a stirred solution of 4-{[(4-chloro-thiazol-5-yl)methyl]-amino}-piperidine-1-carboxylic acid tert-butyl ester (21.78 g, 65.6 mmol), isobutyraldehyde (9.0 mL, 99.1 mmol), acetic acid (4.0 mL, 69.9 mmol), and 1,2-dichloroethane (260 mL). Stir the reaction for 18 hours at room temperature under nitrogen. Pour the reaction into 2N NaOH (300 mL) and extract with ethyl acetate (3×150 mL). Wash the ethyl acetate with brine (2×150 mL). Dry the ethy... The reactants are COC(=O)C=1N=CC=2C(N(C=CC2C1O)CC1=CC=CC=C1)=O (7-benzyl-4-hydroxy-8-oxo-7,8-dihydro-[2,7]naphthyridine-3-carboxylic acid methyl ester), CN (methylamine), C(C)(=O)O (acetic acid), O (water). Solvent: CCO (EtOH). Run at temperature 80 celsius. Yields the product CNC(=O)C=1N=CC=2C(N(C=CC2C1O)CC1=CC=CC=C1)=O (7-Benzyl-4-hydroxy-8-oxo-7,8-dihydro-[2,7]naphthyridine-3-carboxylic acid methylamide). The yield is 72.1%. As a reaction SMILES: CO[C:3]([C:5]1[N:6]=[CH:7][C:8]2[C:9](=[O:23])[N:10]([CH2:16][C:17]3[CH:22]=[CH:21][CH:20]=[CH:19][CH:18]=3)[CH:11]=[CH:12][C:13]=2[C:14]=1[OH:15])=[O:4].[CH3:24][NH2:25].C(O)(=O)C.O>CCO>[CH3:24][NH:25][C:3]([C:5]1[N:6]=[CH:7][C:8]2[C:9](=[O:23])[N:10]([CH2:16][C:17]3[CH:18]=[CH:19][CH:20]=[CH:21][CH:22]=3)[CH:11]=[CH:12][C:13]=2[C:14]=1[OH:15])=[O:4]. Reported procedure: A mixture of 7-benzyl-4-hydroxy-8-oxo-7,8-dihydro-[2,7]naphthyridine-3-carboxylic acid methyl ester (40 mg, 0.13 mmol) and methylamine (0.65 mL, 1.3 mmol, 2 M in THF) in 2 mL of EtOH was heated in a sealed tube at 80° C. for 4 h. After cooling to r.t., acetic acid (0.3 mL) and water (3 mL) were added. The resulting suspension was filtered and the solid isolated was washed with water and dried under high vacuum to afford 29 mg of the title compound. MS: (+) m/z 309.97 (M+1). The solvent is CO (methanol). Reported procedure: To a suspension of 3-[4-(1-hydroxy-1-methyl-ethyl)-phenyl]-2H-isoquinolin-1-one (83.8 mg, 0.30 mmol) in methanol (1 ml) is added toluene-4-sulfonic acid monohydrate (5.2 mg, 0.030 mmol). The reaction mixture is stirred for 5 days at ambient temperature. The reaction mixture, a white suspension, is evaporated and the residue is chromatographed on a silica gel column with cyclohexane/ethyl acetate as eluent to afford 3-[4-(1-methoxy-1-methyl-ethyl)-phenyl]-2H-isoquinolin-1-one as white crystals; H... The reactants are OC(C)(C)C1=CC=C(C=C1)C=1NC(C2=CC=CC=C2C1)=O (3-[4-(1-hydroxy-1-methyl-ethyl)-phenyl]-2H-isoquinolin-1-one), O.C1(=CC=C(C=C1)S(=O)(=O)O)C (toluene-4-sulfonic acid monohydrate). Yields the product COC(C)(C)C1=CC=C(C=C1)C=1NC(C2=CC=CC=C2C1)=O (3-[4-(1-methoxy-1-methyl-ethyl)-phenyl]-2H-isoquinolin-1-one). Reaction conditions: time 5 day. Reaction SMILES: [OH:1][C:2]([C:5]1[CH:10]=[CH:9][C:8]([C:11]2[NH:12][C:13](=[O:21])[C:14]3[C:19]([CH:20]=2)=[CH:18][CH:17]=[CH:16][CH:15]=3)=[CH:7][CH:6]=1)([CH3:4])[CH3:3].O.[C:23]1(C)C=CC(S(O)(=O)=O)=CC=1>CO>[CH3:23][O:1][C:2]([C:5]1[CH:10]=[CH:9][C:8]([C:11]2[NH:12][C:13](=[O:21])[C:14]3[C:19]([CH:20]=2)=[CH:18][CH:17]=[CH:16][CH:15]=3)=[CH:7][CH:6]=1)([CH3:3])[CH3:4] |f:1.2|.